describe an organic reaction: reactants, conditions, products, and yield From a dataset of the Open Reaction Database (ORD), a public repository of structured organic reaction records. The reactants are C#Cc1ccc(CCCCC)cc1, CCNCC, [Cu]I, Fc1cc(I)ccc1Cl, Cl[Pd]Cl, c1ccc(P(c2ccccc2)c2ccccc2)cc1, c1ccc(P(c2ccccc2)c2ccccc2)cc1. Product: CCCCCc1ccc(C#Cc2ccc(Cl)c(F)c2)cc1. RXN SMILES: [CH2:1]([CH2:2][CH2:3][CH2:4][CH3:5])[c:6]1[cH:7][cH:8][c:9]([C:12]#[CH:13])[cH:10][cH:11]1.[CH2:66]([NH:67][CH2:68][CH3:69])[CH3:70].[Cu:64][I:65].[F:14][c:15]1[cH:16][c:17]([I:22])[cH:18][cH:19][c:20]1[Cl:21].[Pd:23]([Cl:24])[Cl:25].[c:26]1([P:27]([c:28]2[cH:29][cH:30][cH:31][cH:32][cH:33]2)[c:34]2[cH:35][cH:36][cH:37][cH:38][cH:39]2)[cH:40][cH:41][cH:42][cH:43][cH:44]1.[c:45]1([P:46]([c:47]2[cH:48][cH:49][cH:50][cH:51][cH:52]2)[c:53]2[cH:54][cH:55][cH:56][cH:57][cH:58]2)[cH:59][cH:60][cH:61][cH:62][cH:63]1>>[CH2:1]([CH2:2][CH2:3][CH2:4][CH3:5])[c:6]1[cH:7][cH:8][c:9]([C:12]#[C:13][c:17]2[cH:16][c:15]([F:14])[c:20]([Cl:21])[cH:19][cH:18]2)[cH:10][cH:11]1. The reactants are COC(=O)C=1N(N=C(C1)OCC=1C(=NOC1C)C1=NC=CC=C1)C (2-methyl-5-(5-methyl-3-pyridin-2-yl-isoxazol-4-ylmethoxy)-2H-pyrazole-3-carboxylic acid methyl ester), COC(=O)C=1NN=C(C1)OCC=1C(=NOC1C)C1=CC=CC=C1 (5-(5-methyl-3-phenyl-isoxazol-4-ylmethoxy)-2H-pyrazole-3-carboxylic acid methyl ester), N[C@@H](C)CO (L-alaninol). Product: OC[C@H](C)NC(=O)C=1N(N=C(C1)OCC=1C(=NOC1C)C1=NC=CC=C1)C (2-Methyl-5-(5-methyl-3-pyridin-2-yl-isoxazol-4-ylmethoxy)-2H-pyrazole-3-carboxylic acid ((S)-2-hydroxy-1-methyl-ethyl)-amide). Yield: 89.0%. As a reaction SMILES: CO[C:3]([C:5]1[N:6]([CH3:24])[N:7]=[C:8]([O:10][CH2:11][C:12]2[C:13]([C:18]3[CH:23]=[CH:22][CH:21]=[CH:20][N:19]=3)=[N:14][O:15][C:16]=2[CH3:17])[CH:9]=1)=[O:4].C[O:26][C:27]([C:29]1[NH:30]N=C(OCC2C(C3C=CC=CC=3)=NOC=2C)[CH:33]=1)=O.N[C@H](CO)C>>[OH:26][CH2:27][C@@H:29]([NH:30][C:3]([C:5]1[N:6]([CH3:24])[N:7]=[C:8]([O:10][CH2:11][C:12]2[C:13]([C:18]3[CH:23]=[CH:22][CH:21]=[CH:20][N:19]=3)=[N:14][O:15][C:16]=2[CH3:17])[CH:9]=1)=[O:4])[CH3:33]. Procedure details: As described for example 6, 2-methyl-5-(5-methyl-3-pyridin-2-yl-isoxazol-4-ylmethoxy)-2H-pyrazole-3-carboxylic acid methyl ester (90 mg, 0.27 mmol), instead of 5-(5-methyl-3-phenyl-isoxazol-4-ylmethoxy)-2H-pyrazole-3-carboxylic acid methyl ester, was converted, using L-alaninol instead of ethanolamine, to the title compound (91 mg, 89%) which was obtained as a colorless oil. MS: m/e=372.2 [M+H]+. Reactants: CC(C)(C)[O-].[Na+] (NaOtBu), CC=1N=C(N2N=C(N=CC21)N)C2=CC(=CC=C2)C(F)(F)F (5-methyl-7-[3-(trifluoromethyl)phenyl]imidazo[5,1-f][1,2,4]triazin-2-amine), C(C)(C)(C)P(C1=C(C=CC=C1)C1=CC=CC=C1)C(C)(C)C (2-(Di-t-butylphosphino)biphenyl), CC=1N=C(N2N=C(N=CC21)N)C2=CC(=CC=C2)C(F)(F)F (5-methyl-7-[3-(trifluoromethyl)phenyl]imidazo[5,1-f][1,2,4]triazin-2-amine), IC=1C=C(CNC(OC(C)(C)C)=O)C=CC1 (tert-butyl 3-iodobenzylcarbamate). The reagents and catalysts are C=1C=CC(=CC1)/C=C/C(=O)/C=C/C2=CC=CC=C2.C=1C=CC(=CC1)/C=C/C(=O)/C=C/C2=CC=CC=C2.C=1C=CC(=CC1)/C=C/C(=O)/C=C/C2=CC=CC=C2.[Pd].[Pd] (Pd2(dba)3). Solvent: O1CCOCC1 (1,4-dioxane). The product is CC=1N=C(N2N=C(N=CC21)NC=2C=C(CNC(OC(C)(C)C)=O)C=CC2)C2=CC(=CC=C2)C(F)(F)F (tert-butyl 3-({5-methyl-7-[3-(trifluoromethyl)phenyl]imidazo[5,1-f][1,2,4]triazin-2-yl}amino)benzylcarbamate). The yield is 31.2%. Reaction SMILES: [CH3:1][C:2]1[N:3]=[C:4]([C:12]2[CH:17]=[CH:16][CH:15]=[C:14]([C:18]([F:21])([F:20])[F:19])[CH:13]=2)[N:5]2[C:10]=1[CH:9]=[N:8][C:7]([NH2:11])=[N:6]2.I[C:23]1[CH:24]=[C:25]([CH:35]=[CH:36][CH:37]=1)[CH2:26][NH:27][C:28](=[O:34])[O:29][C:30]([CH3:33])([CH3:32])[CH3:31].C(P(C(C)(C)C)C1C=CC=CC=1C1C=CC=CC=1)(C)(C)C.CC([O-])(C)C.[Na+]>O1CCOCC1.C1C=CC(/C=C/C(/C=C/C2C=CC=CC=2)=O)=CC=1.C1C=CC(/C=C/C(/C=C/C2C=CC=CC=2)=O)=CC=1.C1C=CC(/C=C/C(/C=C/C2C=CC=CC=2)=O)=CC=1.[Pd].[Pd]>[CH3:1][C:2]1[N:3]=[C:4]([C:12]2[CH:17]=[CH:16][CH:15]=[C:14]([C:18]([F:21])([F:19])[F:20])[CH:13]=2)[N:5]2[C:10]=1[CH:9]=[N:8][C:7]([NH:11][C:23]1[CH:24]=[C:25]([CH:35]=[CH:36][CH:37]=1)[CH2:26][NH:27][C:28](=[O:34])[O:29][C:30]([CH3:32])([CH3:33])[CH3:31])=[N:6]2 |f:3.4,6.7.8.9.10|. Procedure details: In a similar manner as described for Example 41, 5-methyl-7-[3-(trifluoromethyl)phenyl]imidazo[5,1-f][1,2,4]triazin-2-amine (Intermediate 45) (0.025 g, 0.09 mmol), tert-butyl 3-iodobenzylcarbamate (0.028 g, 0.09 mmol), Pd2(dba)3 (0.008 g, 0.01 mmol), 2-(Di-t-butylphosphino)biphenyl (0.008 g, 0.03 mmol), and NaOtBu (0.011 g, 0.11 mmol) in 1,4-dioxane (1 mL) gave tert-butyl 3-({5-methyl-7-[3-(trifluoromethyl)phenyl]imidazo[5,1-f][1,2,4]triazin-2-yl}amino)benzylcarbamate (0.014 g) as a yellow solid... Starting materials: NC1=C(C(=O)NC=2C(=NC=CC2)Cl)C=C(C=C1)C (2-amino-N-(2-chloropyridin-3-yl)-5-methylbenzamide), Cl (hydrogen chloride). Solvent: C(C)(=O)OCC (ethyl acetate), S1(=O)(=O)CCCC1 (sulfolane). Conditions: temperature 220 celsius. Product: CC1=CC2=C(NC3=C(NC2=O)C=CC=N3)C=C1 (8-methyl-5H-benzo[e]pyrido[3,2-b][1,4]diazepin-6(11H)-one). Isolated yield 70.2%. Reaction SMILES: [NH2:1][C:2]1[CH:17]=[CH:16][C:15]([CH3:18])=[CH:14][C:3]=1[C:4]([NH:6][C:7]1[C:8](Cl)=[N:9][CH:10]=[CH:11][CH:12]=1)=[O:5].Cl>S1(CCCC1)(=O)=O.C(OCC)(=O)C>[CH3:18][C:15]1[CH:16]=[CH:17][C:2]2[NH:1][C:8]3[N:9]=[CH:10][CH:11]=[CH:12][C:7]=3[NH:6][C:4](=[O:5])[C:3]=2[CH:14]=1. Procedure details: A solution of 2-amino-N-(2-chloropyridin-3-yl)-5-methylbenzamide (2.515 g, 9.61 mmol) in sulfolane (15 mL) was treated with hydrogen chloride (0.25 mL, 1.0 mmol; 4N in dioxane). The reaction mixture was heated to 220° C. under microwave conditions for 8 minutes. The reaction mixture was then diluted with ethyl acetate (75 mL) and washed with water (5×50 mL). The organic layer (aqueous emulsion) was concentrated to give an aqueous slurry which was filtered and washed with water (50 mL). The produ...